Dataset: the Open Reaction Database (ORD), a public repository of structured organic reaction records. Task: describe an organic reaction: reactants, conditions, products, and yield The reactants are C(O)S(=O)[O-].[Na+] (Rongalit), C(CN(CC(=O)[O-])CC(=O)[O-])N(CC(=O)O)CC(=O)O.[Na+].[Na+] (disodium ethylenediaminetetraacetate), C(CCCCCCC\C=C/CCCCCCCC)(=O)[O-].[Na+] (sodium oleate), ferrous sulfate. Run in O (water). Run at temperature 50 celsius. Yields the product C=CC1=CC=CC=C1 (styrene), C(C=C)(=O)OCCCC (butyl acrylate), C=CC=C (butadiene). As a reaction SMILES: [C:1]([O-:20])(=O)[CH2:2][CH2:3][CH2:4]CCCC/C=C\[CH2:11][CH2:12][CH2:13][CH2:14][CH2:15][CH2:16][CH2:17][CH3:18].[Na+].[CH2:22](S([O-])=O)[OH:23].[Na+].[CH2:28](N(CC(O)=O)CC(O)=O)[CH2:29]N(CC([O-])=O)CC([O-])=O.[Na+].[Na+]>O>[CH2:18]=[CH:17][C:16]1[CH:11]=[CH:12][CH:13]=[CH:14][CH:15]=1.[C:22]([O:20][CH2:1][CH2:2][CH2:3][CH3:4])(=[O:23])[CH:28]=[CH2:29].[CH2:1]=[CH:2][CH:3]=[CH2:4] |f:0.1,2.3,4.5.6|. Procedure: Into an autoclave, 200 parts by weight of distilled water, 4.0 parts by weight of sodium oleate as an emulsifier, 0.267 parts by weight of Rongalit (sodium formaldehydesulfoxylate), 0.13 parts by weight of disodium ethylenediaminetetraacetate and 0.008 parts by weight of ferrous sulfate 7H2O were fed and heated to 50° C. under stirring while substituting the atmosphere with nitrogen. Thirty minutes later, as monomers for forming the core layer, 33.1 parts by weight of styrene, 7.4 parts by weigh... Reactants: FC1=CC=C(C=O)C=C1 (4-Fluorobenzaldehyde), CS(=O)(=O)C1=C(C=CC=C1)O (2-(methylsulfonyl)phenol), C([O-])([O-])=O.[K+].[K+] (potassium carbonate). The solvent is C(C)(=O)OCC (ethyl acetate), CN(C=O)C (N,N-dimethylformamide). Run at temperature 100 celsius. The product is CS(=O)(=O)C1=C(OC2=CC=C(C=O)C=C2)C=CC=C1 (4-[2-(methylsulfonyl)phenoxy]benzaldehyde). Yield: 53.3%. RXN SMILES: F[C:2]1[CH:9]=[CH:8][C:5]([CH:6]=[O:7])=[CH:4][CH:3]=1.[CH3:10][S:11]([C:14]1[CH:19]=[CH:18][CH:17]=[CH:16][C:15]=1[OH:20])(=[O:13])=[O:12].C(=O)([O-])[O-].[K+].[K+]>CN(C)C=O.C(OCC)(=O)C>[CH3:10][S:11]([C:14]1[CH:19]=[CH:18][CH:17]=[CH:16][C:15]=1[O:20][C:2]1[CH:9]=[CH:8][C:5]([CH:6]=[O:7])=[CH:4][CH:3]=1)(=[O:12])=[O:13] |f:2.3.4|. Reported procedure: 4-Fluorobenzaldehyde (0.690 mL, 6.4 mmol) and 2-(methylsulfonyl)phenol (1.2 g, 7.0 mmol) were dissolved in N,N-dimethylformamide (15 mL), and potassium carbonate (0.85 g, 6.1 mmol) was added. The mixture was heated at 100° C. for 4 days. The reaction was diluted with ethyl acetate and extracted with water three times. The combined aqueous layers were extracted with ethyl acetate twice. The combined organic layers were dried over sodium sulfate, filtered, and evaporated on the rotovap. The residu... The product is CC(=O)N1C(C)C(c2ccc(Cl)cc2)=C(c2ccc(Cl)cc2)c2nn(Cc3ccc(C(F)(F)F)cc3)c(=O)n21. As a reaction SMILES: [CH3:46][C:47]([Cl:48])=[O:49].[CH:37]([N:38]([CH:39]([CH3:40])[CH3:41])[CH2:42][CH3:43])([CH3:44])[CH3:45].[Cl:50][CH2:51][Cl:52].[F:1][C:2]([c:3]1[cH:4][cH:5][c:6]([CH2:7][n:8]2[n:9][c:10]3[n:11]([c:31]2=[O:32])[NH:12][CH:13]([CH3:30])[C:14]([c:23]2[cH:24][cH:25][c:26]([Cl:29])[cH:27][cH:28]2)=[C:15]3[c:16]2[cH:17][cH:18][c:19]([Cl:22])[cH:20][cH:21]2)[cH:33][cH:34]1)([F:35])[F:36]>>[F:1][C:2]([c:3]1[cH:4][cH:5][c:6]([CH2:7][n:8]2[n:9][c:10]3[n:11]([c:31]2=[O:32])[N:12]([C:47]([CH3:46])=[O:49])[CH:13]([CH3:30])[C:14]([c:23]2[cH:24][cH:25][c:26]([Cl:29])[cH:27][cH:28]2)=[C:15]3[c:16]2[cH:17][cH:18][c:19]([Cl:22])[cH:20][cH:21]2)[cH:33][cH:34]1)([F:35])[F:36]. Starting materials: CC(=O)Cl, CCN(C(C)C)C(C)C, ClCCl, CC1Nn2c(nn(Cc3ccc(C(F)(F)F)cc3)c2=O)C(c2ccc(Cl)cc2)=C1c1ccc(Cl)cc1. Starting materials: [Cl-].[Na+] (sodium chloride), BrC1=C(C=CC(=C1C)[N+](=O)[O-])O (2-bromo-3-methyl-4-nitrophenol), BrCC1CC1 ((bromomethyl)cyclopropane), C([O-])([O-])=O.[Cs+].[Cs+] (cesium carbonate). The solvent is C(C)(=O)OCC (ethyl acetate), CN(C=O)C (dimethylformamide). Conditions: time 8 hour. Yields the product BrC1=C(C=CC(=C1C)[N+](=O)[O-])OCC1CC1 (2-bromo-1-(cyclopropylmethoxy)-3-methyl-4-nitrobenzene). Yield: 87.4%. RXN SMILES: [Br:1][C:2]1[C:7]([CH3:8])=[C:6]([N+:9]([O-:11])=[O:10])[CH:5]=[CH:4][C:3]=1[OH:12].Br[CH2:14][CH:15]1[CH2:17][CH2:16]1.C(=O)([O-])[O-].[Cs+].[Cs+].[Cl-].[Na+]>CN(C)C=O.C(OCC)(=O)C>[Br:1][C:2]1[C:7]([CH3:8])=[C:6]([N+:9]([O-:11])=[O:10])[CH:5]=[CH:4][C:3]=1[O:12][CH2:14][CH:15]1[CH2:17][CH2:16]1 |f:2.3.4,5.6|. Procedure details: A flask with stirbar was charged with 2-bromo-3-methyl-4-nitrophenol (Parkway Scientific, 1.15 g, 4.96 mmol), (bromomethyl)cyclopropane (0.60 mL, 6.19 mmol) and cesium carbonate (2.65 g, 8.13 mmol) in dimethylformamide (16 mL). The mixture was stirred overnight at ambient temperature. The mixture was then heated to 50° C. in an oil bath. After 3 hours, the mixture was cooled and shaken in a separatory funnel with 100 mL each of ethyl acetate and saturated aqueous sodium chloride. The organics we... Starting materials: N1=CC(=CC=C1)COC1=NN(C=C1CCC(=O)OCC)CC1=CC=C(C=C1)OCC=1C=NC=CC1 (ethyl 3-[3-(3-pyridylmethoxy)-1-[4-(3-pyridylmethoxy)benzyl]-1H-pyrazol-4-yl]propionate), [OH-].[Na+] (sodium hydroxide), O1CCCC1 (tetrahydrofuran), C(C)O (ethanol). The solvent is Cl (hydrochloric acid). Reaction conditions: time 1 hour. Product: N1=CC(=CC=C1)COC1=NN(C=C1CCC(=O)O)CC1=CC=C(C=C1)OCC=1C=NC=CC1 (3-[3-(3-pyridylmethoxy)-1-[4-(3-pyridylmethoxy)benzyl]-1H-pyrazol-4-yl]propionic acid). Isolated yield 85.8%. RXN SMILES: [N:1]1[CH:6]=[CH:5][CH:4]=[C:3]([CH2:7][O:8][C:9]2[C:13]([CH2:14][CH2:15][C:16]([O:18]CC)=[O:17])=[CH:12][N:11]([CH2:21][C:22]3[CH:27]=[CH:26][C:25]([O:28][CH2:29][C:30]4[CH:31]=[N:32][CH:33]=[CH:34][CH:35]=4)=[CH:24][CH:23]=3)[N:10]=2)[CH:2]=1.[OH-].[Na+].O1CCCC1.C(O)C>Cl>[N:1]1[CH:6]=[CH:5][CH:4]=[C:3]([CH2:7][O:8][C:9]2[C:13]([CH2:14][CH2:15][C:16]([OH:18])=[O:17])=[CH:12][N:11]([CH2:21][C:22]3[CH:27]=[CH:26][C:25]([O:28][CH2:29][C:30]4[CH:31]=[N:32][CH:33]=[CH:34][CH:35]=4)=[CH:24][CH:23]=3)[N:10]=2)[CH:2]=1 |f:1.2|. Procedure details: A mixture of ethyl 3-[3-(3-pyridylmethoxy)-1-[4-(3-pyridylmethoxy)benzyl]-1H-pyrazol-4-yl]propionate (529 mg), 1 N aqueous sodium hydroxide solution (3 ml), tetrahydrofuran (6 ml), and ethanol (6 ml) was stirred at room temperature for one hour, diluted with 1 N hydrochloric acid (3 ml), and extracted with ethyl acetate. The ethyl acetate layer was washed with saturated aqueous sodium chloride solution, dried (MgSO4), and concentrated. The obtained colorless crystals were collected by filtration... Starting materials: COC(OC)c1cc(C(=O)c2ccccc2)ccc1NC(C)=O, CO. The product is COC(OC)c1cc(C(O)c2ccccc2)ccc1NC(C)=O. As a reaction SMILES: [C:1]([c:2]1[cH:3][cH:4][cH:5][cH:6][cH:7]1)(=[O:8])[c:9]1[cH:10][c:11]([CH:19]([O:20][CH3:21])[O:22][CH3:23])[c:12]([NH:15][C:16]([CH3:17])=[O:18])[cH:13][cH:14]1.[CH3:24][OH:25]>>[CH:1]([c:2]1[cH:3][cH:4][cH:5][cH:6][cH:7]1)([OH:8])[c:9]1[cH:10][c:11]([CH:19]([O:20][CH3:21])[O:22][CH3:23])[c:12]([NH:15][C:16]([CH3:17])=[O:18])[cH:13][cH:14]1. Reactants: CC(CC(O)C(Cc1ccccc1)NC(=O)c1cccc(S(C)(=O)=O)c1)C(=O)NCCC(C)(C)C, CS(=O)(=O)c1cc(C(=O)O)cc(N2CCCC2=O)c1, CC(CC(O)C(N)Cc1ccccc1)C(=O)NC1CC2CCC1C2. Product: CC(CC(O)C(Cc1ccccc1)NC(=O)c1cc(N2CCCC2=O)cc(S(C)(=O)=O)c1)C(=O)NC1CC2CCC1C2. As a reaction SMILES: [CH2:1]([CH:2]([NH:3][C:4](=[O:5])[c:6]1[cH:7][cH:8][cH:9][c:10]([S:11]([CH3:12])(=[O:13])=[O:14])[cH:15]1)[CH:16]([OH:17])[CH2:18][CH:19]([C:20](=[O:21])[NH:22][CH2:23][CH2:24][C:25]([CH3:26])([CH3:27])[CH3:28])[CH3:29])[c:30]1[cH:31][cH:32][cH:33][cH:34][cH:35]1.[CH3:36][S:37](=[O:38])(=[O:39])[c:40]1[cH:41][c:42]([C:43](=[O:44])[OH:45])[cH:46][c:47]([N:49]2[C:50](=[O:54])[CH2:51][CH2:52][CH2:53]2)[cH:48]1.[CH:55]12[CH:56]([NH:62][C:63]([CH:64]([CH2:65][CH:66]([CH:67]([CH2:68][c:69]3[cH:70][cH:71][cH:72][cH:73][cH:74]3)[NH2:75])[OH:76])[CH3:77])=[O:78])[CH2:57][CH:58]([CH2:59][CH2:60]1)[CH2:61]2>>[CH3:36][S:37](=[O:38])(=[O:39])[c:40]1[cH:41][c:42]([C:43](=[O:45])[NH:75][CH:67]([CH:66]([CH2:65][CH:64]([C:63]([NH:62][CH:56]2[CH:55]3[CH2:60][CH2:59][CH:58]([CH2:57]2)[CH2:61]3)=[O:78])[CH3:77])[OH:76])[CH2:68][c:69]2[cH:70][cH:71][cH:72][cH:73][cH:74]2)[cH:46][c:47]([N:49]2[C:50](=[O:54])[CH2:51][CH2:52][CH2:53]2)[cH:48]1.